Dataset: the Open Reaction Database (ORD), a public repository of structured organic reaction records. Task: describe an organic reaction: reactants, conditions, products, and yield Yields the product C(=O)NC1C(NC2=CC=C(C=C2C1)Br)=O (3-(formylamino)-6-bromo-3,4-dihydro-2(1H)quinolinone). The solvent is C(C)(=O)O (acetic acid). RXN SMILES: [Br:1]Br.[CH:3]([NH:5][CH:6]1[CH2:15][C:14]2[C:9](=[CH:10][CH:11]=[CH:12][CH:13]=2)[NH:8][C:7]1=[O:16])=[O:4].C([O-])(=O)C.[Na+].O>C(O)(=O)C>[CH:3]([NH:5][CH:6]1[CH2:15][C:14]2[C:9](=[CH:10][CH:11]=[C:12]([Br:1])[CH:13]=2)[NH:8][C:7]1=[O:16])=[O:4] |f:2.3|. Run at time 1 hour. Procedure: Bromine (16.0 g, 0.1 mol) was added to a stirred solution of 3-(formylamino)-3,4-dihydro-2(1H)quinolinone (19.0 g, 0.1 mol) and anhydrous sodium acetate (12.7 g, 0.2 mol) in acetic acid (500 mL). After 1 hour, water (1.5 L) was added and the precipitate was filtered off and air dried to give 17.8 g of 3-(formylamino)-6-bromo-3,4-dihydro-2(1H)quinolinone, mp 275°-282° C. (dec). This was dissolved in trifluoracetic acid (300 mL) and sodium nitrate (9.0 g) was added to the stirred solution. After 1... Reactants: O (water), BrBr (Bromine), C(=O)NC1C(NC2=CC=CC=C2C1)=O (3-(formylamino)-3,4-dihydro-2(1H)quinolinone), C(C)(=O)[O-].[Na+] (sodium acetate). Isolated yield 66.1%. The reactants are CC1(C)SC2C(NC(=O)C(N)c3ccccc3)C(=O)N2C1C(=O)O, O=CC(O)C(O)C(O)C(O)CO, O=C(O)C1CCCN1. Product: O=C(O)C1CC(O)CN1. As a reaction SMILES: [CH:9]12[CH:10]([NH:11][C:12]([CH:13]([c:14]3[cH:15][cH:16][cH:18][cH:19][cH:20]3)[NH2:21])=[O:22])[C:23](=[O:17])[N:24]1[CH:25]([C:26](=[O:27])[OH:28])[C:29]([CH3:30])([CH3:31])[S:32]2.[O:33]=[CH:34][CH:35]([CH:36]([CH:37]([CH:38]([CH2:39][OH:40])[OH:41])[OH:42])[OH:43])[OH:44].[OH:1][C:2](=[O:3])[CH:4]1[CH2:5][CH2:6][CH2:7][NH:8]1>>[OH:1][C:2](=[O:3])[CH:4]1[CH2:5][CH:6]([OH:17])[CH2:7][NH:8]1. The reactants are CCOC(=O)C(N)CCSC, Cl, O=C(O)Cc1cccc([N+](=O)[O-])c1. Product: CCOC(=O)C(CCSC)NC(=O)Cc1cccc([N+](=O)[O-])c1. Reaction SMILES: [CH2:15]([CH3:16])[O:17][C:18]([CH:19]([NH2:20])[CH2:21][CH2:22][S:23][CH3:24])=[O:25].[ClH:14].[N+:1](=[O:2])([O-:3])[c:4]1[cH:5][c:6]([CH2:10][C:11](=[O:12])[OH:13])[cH:7][cH:8][cH:9]1>>[N+:1](=[O:2])([O-:3])[c:4]1[cH:5][c:6]([CH2:10][C:11](=[O:13])[NH:20][CH:19]([C:18]([O:17][CH2:15][CH3:16])=[O:25])[CH2:21][CH2:22][S:23][CH3:24])[cH:7][cH:8][cH:9]1. Starting materials: C(C)(=O)OCC (ethyl acetate), FC1=C(C=CC(=C1)F)N1C=C(C(C2=CC(=C(N=C12)O)F)=O)C(=O)OCC (ethyl 1-(2,4-difluorophenyl)-6-fluoro-1,4-dihydro-7-hydroxy-4-oxo-1,8-naphthyridine-3-carboxylate), Cl (hydrochloric acid), C1(=CC=CC=C1)P(=O)(C1=CC=CC=C1)N=[N+]=[N-] (diphenylphosphoryl azide). Solvent: O (water), N1=CC=CC=C1 (pyridine), C(C)OCC (diethyl ether). Yields the product N(=[N+]=[N-])C1=C(C=C2C(C(=CN(C2=N1)C1=C(C=C(C=C1)F)F)C(=O)OCC)=O)F (ethyl 7-azido-1-(2,4-difluorophenyl)-6-fluoro-1,4-dihydro-4-oxo-1,8-naphthyridine-3-carboxylate). Isolated yield 82.3%. RXN SMILES: [F:1][C:2]1[CH:7]=[C:6]([F:8])[CH:5]=[CH:4][C:3]=1[N:9]1[C:18]2[C:13](=[CH:14][C:15]([F:20])=[C:16](O)[N:17]=2)[C:12](=[O:21])[C:11]([C:22]([O:24][CH2:25][CH3:26])=[O:23])=[CH:10]1.C1(P([N:41]=[N+:42]=[N-:43])(C2C=CC=CC=2)=O)C=CC=CC=1.C(OCC)(=O)C.Cl>N1C=CC=CC=1.C(OCC)C.O>[N:41]([C:16]1[N:17]=[C:18]2[C:13]([C:12](=[O:21])[C:11]([C:22]([O:24][CH2:25][CH3:26])=[O:23])=[CH:10][N:9]2[C:3]2[CH:4]=[CH:5][C:6]([F:8])=[CH:7][C:2]=2[F:1])=[CH:14][C:15]=1[F:20])=[N+:42]=[N-:43]. Reported procedure: In 5 ml of pyridine was suspended 500 mg of ethyl 1-(2,4-difluorophenyl)-6-fluoro-1,4-dihydro-7-hydroxy-4-oxo-1,8-naphthyridine-3-carboxylate, and 770 mg of diphenylphosphoryl azide was added thereto, after which the resulting mixture was subjected to reaction at 80° C. for 4 hours. The solvent was thereafter removed by distillation under reduced pressure, and to the residue thus obtained were added 10 ml of ethyl acetate and 10 ml of water, after which the pH of the resulting mixture was adjust... Reactants: Cl (hydrochloric acid), C(C)(=O)OC(COC1=CC=C(C=C1)CC(C(=O)OC)Br)C1=NC(=CC=C1)C (methyl 3-{4-[2-acetoxy-2-(6-methyl-2-pyridyl)ethoxy]phenyl}-2-bromopropionate), NC(=S)N (thiourea), C(C)(=O)[O-].[Na+] (sodium acetate). Solvent: C(C)O (ethanol). Yields the product OC(COC1=CC=C(CC2C(NC(S2)=O)=O)C=C1)C1=NC(=CC=C1)C (5-{4-[2-hydroxy-2-(6-methyl-2-pyridyl)ethoxy]benzyl}-2,4-thiazolidinedione). RXN SMILES: C([O:4][CH:5]([C:21]1[CH:26]=[CH:25][CH:24]=[C:23]([CH3:27])[N:22]=1)[CH2:6][O:7][C:8]1[CH:13]=[CH:12][C:11]([CH2:14][CH:15](Br)[C:16]([O:18]C)=O)=[CH:10][CH:9]=1)(=O)C.[NH2:28][C:29](N)=[S:30].C([O-])(=[O:34])C.[Na+].Cl>C(O)C>[OH:4][CH:5]([C:21]1[CH:26]=[CH:25][CH:24]=[C:23]([CH3:27])[N:22]=1)[CH2:6][O:7][C:8]1[CH:9]=[CH:10][C:11]([CH2:14][CH:15]2[S:30][C:29](=[O:34])[NH:28][C:16]2=[O:18])=[CH:12][CH:13]=1 |f:2.3|. Procedure: A mixture of methyl 3-{4-[2-acetoxy-2-(6-methyl-2-pyridyl)ethoxy]phenyl}-2-bromopropionate (3.2 g), thiourea (558 mg), sodium acetate (599 mg) and ethanol (30 ml) was heated under reflux for 4 hours, and then 6N-hydrochloric acid (30 ml) was added to the mixture, followed by heating under reflux for 16 hours. After neutralization with aqueous sodium hydrogencarbonate solution, the reaction mixture is extracted with chloroform, and the chloroform layer was washed with water and dried (MgSO4). Aft...